Dataset: the Open Reaction Database (ORD), a public repository of structured organic reaction records. Task: describe an organic reaction: reactants, conditions, products, and yield Reactants: CC(C)NC(=O)C1OC1C1=CC=C(C=C1)Cl (N-(1-methylethyl)-3-(4-chlorophenyl)-2-oxiranecarboxamide), C1(=CC=CC=C1)O (phenol), [H-].[Na+] (sodium hydride), C1COCCOCCOCCOCCOCCO1 (18-crown-6). The solvent is C(C)#N (acetonitrile). Product: OC(C(=O)NC(C)C)C(C1=CC=C(C=C1)Cl)OC1=CC=CC=C1 (α-Hydroxy-β-Phenoxy-N-(1-Methylethyl)-4-Chlorobenzenepropanamide). As a reaction SMILES: [CH3:1][CH:2]([NH:4][C:5]([CH:7]1[CH:9]([C:10]2[CH:15]=[CH:14][C:13]([Cl:16])=[CH:12][CH:11]=2)[O:8]1)=[O:6])[CH3:3].[C:17]1([OH:23])[CH:22]=[CH:21][CH:20]=[CH:19][CH:18]=1.[H-].[Na+].C1OCCOCCOCCOCCOCCOC1>C(#N)C>[OH:8][CH:7]([CH:9]([O:23][C:17]1[CH:22]=[CH:21][CH:20]=[CH:19][CH:18]=1)[C:10]1[CH:11]=[CH:12][C:13]([Cl:16])=[CH:14][CH:15]=1)[C:5]([NH:4][CH:2]([CH3:1])[CH3:3])=[O:6] |f:2.3|. Reported procedure: This compound was prepared from N-(1-methylethyl)-3-(4-chlorophenyl)-2-oxiranecarboxamide (7.2 g.), phenol (3.0 g.), sodium hydride (50% oil dispersion, 1.6 g.), 18-crown-6 (0.9 g.), and acetonitrile (250 ml.) as described in Example 12. The crude product was recrystallized from ethanol, giving 2.3 g. of the compound, m.p. 175°-177°. Another recrystallization from ethanol gave analytical sample, m.p. 176°-178°. Starting materials: O=C([O-])[O-], CCc1[nH]c2c(F)ccc(OCC(=O)OC)c2c(=O)c1Cc1ccc(Cl)cc1F, CN(C)C=O, CC(=O)OC(F)(F)Cl, [K+], [K+], O. Reaction SMILES: [C:35](=[O:36])([O-:37])[O-:38].[CH3:1][O:2][C:3]([CH2:4][O:5][c:6]1[c:7]2[c:8](=[O:28])[c:9]([CH2:19][c:20]3[c:21]([F:27])[cH:22][c:23]([Cl:26])[cH:24][cH:25]3)[c:10]([CH2:17][CH3:18])[nH:11][c:12]2[c:13]([F:16])[cH:14][cH:15]1)=[O:29].[CH3:30][N:31]([CH3:32])[CH:33]=[O:34].[Cl:41][C:42]([F:43])([F:44])[O:45][C:46](=[O:47])[CH3:48].[K+:39].[K+:40].[OH2:49]>>[CH3:1][O:2][C:3]([CH2:4][O:5][c:6]1[c:7]2[c:8]([O:28][CH:42]([F:43])[F:44])[c:9]([CH2:19][c:20]3[c:21]([F:27])[cH:22][c:23]([Cl:26])[cH:24][cH:25]3)[c:10]([CH2:17][CH3:18])[n:11][c:12]2[c:13]([F:16])[cH:14][cH:15]1)=[O:29]. The product is CCc1nc2c(F)ccc(OCC(=O)OC)c2c(OC(F)F)c1Cc1ccc(Cl)cc1F. Starting materials: C(C)(C)(C)OC(=O)N[C@@H](C(=O)O)C1(CC1)C ((R)-tert-butoxycarbonylamino-(1-methyl-cyclopropyl)-acetic acid), pyrazine-7-carboxylic acid, C(=O)(OC(C)(C)C)N[C@H](C(C)(C)C)C(=O)O (Boc-D-tert-leucine), C(C)N1N=CC(=C1)C1=CN=C2C(=N1)C(=CN2COCC[Si](C)(C)C)C(=O)O (2-(1-ethyl-1H-pyrazol-4-yl)-5-((2-(trimethylsilyl)ethoxy)methyl)-5H-pyrrolo[3,2-b]pyrazine-7-carboxylic acid). Product: CC1(CC1)[C@H](C(N1CCCC1)=O)NC(=O)C1=CNC2=NC=C(N=C21)C=2C=NN(C2)CC (2-(1-Ethyl-1H-pyrazol-4-yl)-5H-pyrrolo[2,3-b]pyrazine-7-carboxylic acid [(R)-1-(1-methyl-cyclopropyl)-2-oxo-2-pyrrolidin-1-yl-ethyl]-amide). Reaction SMILES: C(O[C:6]([NH:8][C@H:9]([C:13]1([CH3:16])[CH2:15][CH2:14]1)[C:10]([OH:12])=O)=[O:7])(C)(C)C.[C:17]([NH:24][C@@H:25](C(O)=O)[C:26]([CH3:29])(C)C)(OC(C)(C)C)=O.[CH2:33]([N:35]1[CH:39]=[C:38]([C:40]2[N:45]=[C:44]3[C:46](C(O)=O)=[CH:47][N:48](COCC[Si](C)(C)C)[C:43]3=[N:42][CH:41]=2)[CH:37]=[N:36]1)[CH3:34]>>[CH3:16][C:13]1([C@@H:9]([NH:8][C:6]([C:46]2[C:44]3[C:43](=[N:42][CH:41]=[C:40]([C:38]4[CH:37]=[N:36][N:35]([CH2:33][CH3:34])[CH:39]=4)[N:45]=3)[NH:48][CH:47]=2)=[O:7])[C:10](=[O:12])[N:24]2[CH2:17][CH2:29][CH2:26][CH2:25]2)[CH2:14][CH2:15]1. Reported procedure: Prepared according to the procedure outlined in Example 1 substituting (R)-tert-butoxycarbonylamino-(1-methyl-cyclopropyl)-acetic acid for Boc-D-tert-leucine and 2-(1-ethyl-1H-pyrazol-4-yl)-5-((2-(trimethylsilyl)ethoxy)methyl)-5H-pyrrolo[3,2-b]pyrazine-7-carboxylic acid for 2-cyclopropyl-5-(2-trimethylsilanyl-ethoxymethyl)-5H-pyrrolo[2, 3-1)]pyrazine-7-carboxylic acid. MS: (M+H)+=422. The reactants are NCCC=1C=C(C(=O)OC)C=CC1 (methyl 3-(2-aminoethyl)benzoate), O(C(=O)OC(C)(C)C)C(=O)OC(C)(C)C (BOC2O), O (water). Run in O1CCCC1 (tetrahydrofuran). Reaction conditions: temperature 22 celsius, time 16 hour. Yields the product C(C)(C)(C)OC(=O)NCCC=1C=C(C(=O)OC)C=CC1 (methyl 3-(2-(tert-butoxycarbonylamino)ethyl)benzoate). RXN SMILES: [NH2:1][CH2:2][CH2:3][C:4]1[CH:5]=[C:6]([CH:11]=[CH:12][CH:13]=1)[C:7]([O:9][CH3:10])=[O:8].[O:14](C(OC(C)(C)C)=O)[C:15]([O:17][C:18]([CH3:21])([CH3:20])[CH3:19])=O.O>O1CCCC1>[C:18]([O:17][C:15]([NH:1][CH2:2][CH2:3][C:4]1[CH:5]=[C:6]([CH:11]=[CH:12][CH:13]=1)[C:7]([O:9][CH3:10])=[O:8])=[O:14])([CH3:21])([CH3:20])[CH3:19]. Reported procedure: To 5.12 g (28.6 mmol) of methyl 3-(2-aminoethyl)benzoate in 71 mL tetrahydrofuran (THF) was added 7.48 g (34.3 mmol) of BOC2O. The mixture was stirred for about 16 h at 22° C. and 100 mL of water was added. The mixture was extracted with ethyl acetate (2×100 mL) and the organic phase was washed with brine, dried (Na2SO4) and evaporated. The residue was purified by flash chromatography on silica gel, eluting first with hexane and then gradually increasing to 20% ethyl acetate/hexane to give methy... Starting materials: COC(=O)c1cc(-c2ccnn2C)cs1, [Na+], C1CCOC1, [OH-]. Product: Cn1nccc1-c1csc(C(=O)O)c1. Reaction SMILES: [CH3:1][n:2]1[n:3][cH:4][cH:5][c:6]1-[c:7]1[cH:8][c:9]([C:12](=[O:13])[O:14][CH3:15])[s:10][cH:11]1.[Na+:17].[O:18]1[CH2:19][CH2:20][CH2:21][CH2:22]1.[OH-:16]>>[CH3:1][n:2]1[n:3][cH:4][cH:5][c:6]1-[c:7]1[cH:8][c:9]([C:12](=[O:13])[OH:14])[s:10][cH:11]1. Reactants: BrCC(=O)N1CCOCC1 (N-Bromoacetyl-morpholine), C(C(C)C)N (Isobutylamine). Run in C1CCOC1 (THF). Conditions: time 24 hour. Product: C(C(C)C)NCC(=O)N1CCOCC1 (2-isobutylamino-1-morpholin-4-yl-ethanone). Isolated yield 39.7%. As a reaction SMILES: Br[CH2:2][C:3]([N:5]1[CH2:10][CH2:9][O:8][CH2:7][CH2:6]1)=[O:4].[CH2:11]([NH2:15])[CH:12]([CH3:14])[CH3:13]>C1COCC1>[CH2:11]([NH:15][CH2:2][C:3]([N:5]1[CH2:10][CH2:9][O:8][CH2:7][CH2:6]1)=[O:4])[CH:12]([CH3:14])[CH3:13]. Procedure: N-Bromoacetyl-morpholine (3.73 g, 18 mmol) was dissolved in 20 mL of THF. Isobutylamine (5.40 mL, 54.0 mmol) was added. The reaction mixture was stirred at room temperature for 24 h. Solvent and excess reagent were removed in vacuo. The residue was treated with ether. The resulting solid was removed by filtration and washed with ether. The filtrate was concentrated under reduced pressure to give 2-isobutylamino-1-morpholin-4-yl-ethanone (1.43 g, 40%) as a clear oil. Reactants: CCN(CC)CCNC(=O)c1ccc2c(n1)COC2=O, C1CCOC1, C[Si](C)(C)[N-][Si](C)(C)C, Cl, O=C1Cc2cc(F)ccc2N1, [Li+], C1COCCO1. Yields the product CCN(CC)CCNC(=O)c1ccc2c(n1)COC2=C1C(=O)Nc2ccc(F)cc21. As a reaction SMILES: [CH2:22]([CH3:23])[N:24]([CH2:25][CH2:26][NH:27][C:28](=[O:29])[c:30]1[cH:31][cH:32][c:33]2[c:34]([n:35]1)[CH2:36][O:37][C:38]2=[O:39])[CH2:40][CH3:41].[CH2:43]1[O:44][CH2:45][CH2:46][CH2:47]1.[CH3:12][Si:13]([N-:14][Si:15]([CH3:16])([CH3:17])[CH3:18])([CH3:19])[CH3:20].[ClH:42].[F:1][c:2]1[cH:3][c:4]2[c:8]([cH:9][cH:10]1)[NH:7][C:6](=[O:11])[CH2:5]2.[Li+:21].[O:48]1[CH2:49][CH2:50][O:51][CH2:52][CH2:53]1>>[F:1][c:2]1[cH:3][c:4]2[c:8]([cH:9][cH:10]1)[NH:7][C:6](=[O:11])[C:5]2=[C:38]1[c:33]2[cH:32][cH:31][c:30]([C:28]([NH:27][CH2:26][CH2:25][N:24]([CH2:22][CH3:23])[CH2:40][CH3:41])=[O:29])[n:35][c:34]2[CH2:36][O:37]1.